From a dataset of the Open Reaction Database (ORD), a public repository of structured organic reaction records. describe an organic reaction: reactants, conditions, products, and yield Reactants: C([O-])([O-])=O.[Na+].[Na+] (sodium carbonate), C(C)(C)N1N=C(C=2C1=NC=NC2N)C2=CC=C(C=C2)[N+](=O)[O-] (1-isopropyl-3-(4-nitrophenyl)-1H-pyrazolo[3,4-d]pyrimidin-4-amine), [N+](=O)([O-])C1=CC=C(C=C1)B(O)O (4-nitrophenyl boronic acid), IC1=NN(C2=NC=NC(=C21)N)C(C)C (3-iodo-1-isopropyl-1H-pyrazolo[3,4-d]pyrimidin-4-amine). The reagents and catalysts are [Zn] (zinc), C=1C=CC(=CC1)[P](C=2C=CC=CC2)(C=3C=CC=CC3)[Pd]([P](C=4C=CC=CC4)(C=5C=CC=CC5)C=6C=CC=CC6)([P](C=7C=CC=CC7)(C=8C=CC=CC8)C=9C=CC=CC9)[P](C=1C=CC=CC1)(C=1C=CC=CC1)C=1C=CC=CC1.[Pd] (tetrakis palladium). Solvent: CC(=O)O (HOAc), C1CCOC1 (THF), CCO (EtOH), 1,2 methoxy ethane. Conditions: time 12 hour. Yields the product NC1=CC=C(C=C1)C1=NN(C2=NC=NC(=C21)N)C(C)C (3-(4-aminophenyl)-1-isopropyl-1H-pyrazolo[3,4-d]pyrimidin-4-amine). RXN SMILES: [N+](C1C=CC(B(O)O)=CC=1)([O-])=O.IC1C2C(=NC=NC=2N)N(C(C)C)N=1.C(=O)([O-])[O-].[Na+].[Na+].[CH:33]([N:36]1[C:40]2=[N:41][CH:42]=[N:43][C:44]([NH2:45])=[C:39]2[C:38]([C:46]2[CH:51]=[CH:50][C:49]([N+:52]([O-])=O)=[CH:48][CH:47]=2)=[N:37]1)([CH3:35])[CH3:34]>C1C=CC([P]([Pd]([P](C2C=CC=CC=2)(C2C=CC=CC=2)C2C=CC=CC=2)([P](C2C=CC=CC=2)(C2C=CC=CC=2)C2C=CC=CC=2)[P](C2C=CC=CC=2)(C2C=CC=CC=2)C2C=CC=CC=2)(C2C=CC=CC=2)C2C=CC=CC=2)=CC=1.[Pd].[Zn].CC(O)=O.C1COCC1.CCO>[NH2:52][C:49]1[CH:50]=[CH:51][C:46]([C:38]2[C:39]3[C:40](=[N:41][CH:42]=[N:43][C:44]=3[NH2:45])[N:36]([CH:33]([CH3:35])[CH3:34])[N:37]=2)=[CH:47][CH:48]=1 |f:2.3.4,6.7,^1:58,60,79,98|. Reported procedure: 4-nitrophenyl boronic acid (100 mg, 0.330 mmol; Sigma-Aldrich) was coupled to 3-iodo-1-isopropyl-1H-pyrazolo[3,4-d]pyrimidin-4-amine (140 mg, 0.8248 mmol; Apsel et al., 2008) via the Suzuki reaction in 6 mL 1,2 methoxy ethane, 1 mL of saturated sodium carbonate, 1.65 mL EtOH, and 200 mg of polymer-bound tetrakis palladium. The reaction was stirred under argon for 12 hours at room temperature, filtered through Whatman paper to remove palladium, mixed with brine, extracted in chloroform and the pr... Starting materials: CC(C)=O, CCOC(=O)CC(C)(C)c1ccc(-c2ccc(C=O)cc2)c(OCCCOC)c1, [K+], O=[Mn](=O)(=O)[O-], O. Product: CCOC(=O)CC(C)(C)c1ccc(-c2ccc(C(=O)O)cc2)c(OCCCOC)c1. RXN SMILES: [CH3:37][C:38](=[O:39])[CH3:40].[CH:1](=[O:2])[c:3]1[cH:4][cH:5][c:6](-[c:9]2[c:10]([O:24][CH2:25][CH2:26][CH2:27][O:28][CH3:29])[cH:11][c:12]([C:15]([CH2:16][C:17](=[O:18])[O:19][CH2:20][CH3:21])([CH3:22])[CH3:23])[cH:13][cH:14]2)[cH:7][cH:8]1.[K+:35].[Mn:30](=[O:31])([O-:32])(=[O:33])=[O:34].[OH2:36]>>[C:1](=[O:2])([c:3]1[cH:4][cH:5][c:6](-[c:9]2[c:10]([O:24][CH2:25][CH2:26][CH2:27][O:28][CH3:29])[cH:11][c:12]([C:15]([CH2:16][C:17](=[O:18])[O:19][CH2:20][CH3:21])([CH3:22])[CH3:23])[cH:13][cH:14]2)[cH:7][cH:8]1)[OH:31].